This data is from the Open Reaction Database (ORD), a public repository of structured organic reaction records. The task is: describe an organic reaction: reactants, conditions, products, and yield Reactants: BrCc1ccccc1, C1CCOC1, [Li]CCCC, CCOC(=O)C1CCCC1, CC(C)NC(C)C. The product is CCOC(=O)C1(Cc2ccccc2)CCCC1. RXN SMILES: [Br:23][CH2:24][c:25]1[cH:26][cH:27][cH:28][cH:29][cH:30]1.[CH2:31]1[O:32][CH2:33][CH2:34][CH2:35]1.[CH2:8]([Li:9])[CH2:10][CH2:11][CH3:12].[CH:13]1([C:18](=[O:19])[O:20][CH2:21][CH3:22])[CH2:14][CH2:15][CH2:16][CH2:17]1.[CH:1]([NH:2][CH:3]([CH3:4])[CH3:5])([CH3:6])[CH3:7]>>[C:13]1([C:18](=[O:19])[O:20][CH2:21][CH3:22])([CH2:24][c:25]2[cH:26][cH:27][cH:28][cH:29][cH:30]2)[CH2:14][CH2:15][CH2:16][CH2:17]1. The reactants are NC=1C=C(C=CC1)C(F)(F)F (3-aminobenzotrifluoride), ClCC(CO)O (1-chloro-2,3-propanediol), three, C([O-])([O-])=O.[Na+].[Na+] (sodium carbonate). Reported procedure: In a two liter three necked flask equipped with mechanical stirrer, refluxing condenser and thermometer was added 322.2 gms (2.0 moles) of 3-aminobenzotrifluoride, 500 ml of ethoxyethanol solvent and 442.0 gms (4 moles) 1-chloro-2,3-propanediol. While this mixture was cooling, 205 gms (2.36 moles) of sodium carbonate was added keeping the temperature below 35° C. The mixture was then heated to reflux for 24 hours. Afterwards, the crude reaction mixture was filtered from the salt by-product. The ... RXN SMILES: [NH2:1][C:2]1[CH:3]=[C:4]([C:8]([F:11])([F:10])[F:9])[CH:5]=[CH:6][CH:7]=1.Cl[CH2:13][CH:14]([OH:17])[CH2:15][OH:16].C(=O)([O-])[O-].[Na+].[Na+]>C(OC(O)C)C>[OH:17][CH:14]([CH2:15][OH:16])[CH2:13][C:3]1[C:2]([NH2:1])=[CH:7][CH:6]=[CH:5][C:4]=1[C:8]([F:9])([F:10])[F:11] |f:2.3.4|. Solvent: C(C)OC(C)O (ethoxyethanol). Product: OC(CC1=C(C=CC=C1N)C(F)(F)F)CO (2,3-dihydroxypropyl-3-aminobenzotrifluoride). Reactants: O[C@H](C)[C@@H]1[C@@H]2N([C@H](C([C@@H]2C)=O)C(=O)OCC2=CC=C(C=C2)[N+](=O)[O-])C1=O (4-nitrobenzyl (1R,3R,5R,6S)-6-((1R)-1-hydroxyethyl)-1-methyl-2-oxo-1-carbapenam-3-carboxylate), [N+](=O)([O-])C1=CC=C(COC(=O)NS(=O)(=O)NCCSC=2N=CN3C2SC(=C3)[Sn](CCCC)(CCCC)CCCC)C=C1 (7-[2-(4-nitrobenzyloxycarbonyl)aminosulfonylaminoethyl]thio-2-(tri-n-butylstannyl)imidazo[5,1-b]thiazole). Product: O[C@H](C)[C@@H]1[C@@H]2N(C(=C([C@@H]2C)C2=CN3C(S2)=C(N=C3)SCCNS(=O)(=O)NC(=O)OCC3=CC=C(C=C3)[N+](=O)[O-])C(=O)OCC3=CC=C(C=C3)[N+](=O)[O-])C1=O (4-nitrobenzyl (1S,5R,6S)-6-((1R)-1-hydroxyethyl)-1-methyl-2-[7-[2-(4-nitrobenzyloxycarbonyl)aminosulfonylaminoethyl]thioimidazo[5,1-b]thiazol-2-yl]-1-carbapen-2-em-3-carboxylate). Yield: 26.6%. Reaction SMILES: [OH:1][C@@H:2]([C@H:4]1[C:25](=[O:26])[N:6]2[C@@H:7]([C:12]([O:14][CH2:15][C:16]3[CH:21]=[CH:20][C:19]([N+:22]([O-:24])=[O:23])=[CH:18][CH:17]=3)=[O:13])[C:8](=O)[C@H:9]([CH3:10])[C@H:5]12)[CH3:3].[N+:27]([C:30]1[CH:68]=[CH:67][C:33]([CH2:34][O:35][C:36]([NH:38][S:39]([NH:42][CH2:43][CH2:44][S:45][C:46]2[N:47]=[CH:48][N:49]3[CH:53]=[C:52]([Sn](CCCC)(CCCC)CCCC)[S:51][C:50]=23)(=[O:41])=[O:40])=[O:37])=[CH:32][CH:31]=1)([O-:29])=[O:28]>>[OH:1][C@@H:2]([C@H:4]1[C:25](=[O:26])[N:6]2[C:7]([C:12]([O:14][CH2:15][C:16]3[CH:21]=[CH:20][C:19]([N+:22]([O-:24])=[O:23])=[CH:18][CH:17]=3)=[O:13])=[C:8]([C:52]3[S:51][C:50]4=[C:46]([S:45][CH2:44][CH2:43][NH:42][S:39]([NH:38][C:36]([O:35][CH2:34][C:33]5[CH:67]=[CH:68][C:30]([N+:27]([O-:29])=[O:28])=[CH:31][CH:32]=5)=[O:37])(=[O:40])=[O:41])[N:47]=[CH:48][N:49]4[CH:53]=3)[C@H:9]([CH3:10])[C@H:5]12)[CH3:3]. Procedure details: The procedure of Example 1a) was repeated, except that 54 mg of 4-nitrobenzyl (1R,3R,5R,6S)-6-((1R)-1-hydroxyethyl)-1-methyl-2-oxo-1-carbapenam-3-carboxylate and 116 mg of 7-[2-(4-nitrobenzyloxycarbonyl)aminosulfonylaminoethyl]thio-2-(tri-n-butylstannyl)imidazo[5,1-b]thiazole were used as the starting compounds. Thus, 31.8 mg of 4-nitrobenzyl (1S,5R,6S)-6-((1R)-1-hydroxyethyl)-1-methyl-2-[7-[2-(4-nitrobenzyloxycarbonyl)aminosulfonylaminoethyl]thioimidazo[5,1-b]thiazol-2-yl]-1-carbapen-2-em-3-car... Reactants: N1CCCCC1 (Piperidine), C(C(=O)O)(=O)O (oxalic acid), CN1C=C(C2=CC=CC=C12)C1=NOC(=N1)C=C (2[3-(1-Methylindol-3-yl)-1,2,4-oxadiazol-5-yl]ethene), monooxalate. Solvent: C(C)O (ethanol), ClCCl (dichloromethane). Run at time 10 minute. Product: C(C(=O)O)(=O)O.CN1C=C(C2=CC=CC=C12)C1=NOC(=N1)CCN1CCCCC1 (1-Methyl-3-[5-(2-(1-piperidyl)ethyl)-1,2,4-oxadiazol-3-yl]indole hydrogen oxalate). Reaction SMILES: [CH3:1][N:2]1[C:10]2[C:5](=[CH:6][CH:7]=[CH:8][CH:9]=2)[C:4]([C:11]2[N:15]=[C:14]([CH:16]=[CH2:17])[O:13][N:12]=2)=[CH:3]1.[NH:18]1[CH2:23][CH2:22][CH2:21][CH2:20][CH2:19]1.[C:24]([OH:29])(=[O:28])[C:25]([OH:27])=[O:26]>C(O)C.ClCCl>[C:24]([OH:29])(=[O:28])[C:25]([OH:27])=[O:26].[CH3:1][N:2]1[C:10]2[C:5](=[CH:6][CH:7]=[CH:8][CH:9]=2)[C:4]([C:11]2[N:15]=[C:14]([CH2:16][CH2:17][N:18]3[CH2:23][CH2:22][CH2:21][CH2:20][CH2:19]3)[O:13][N:12]=2)=[CH:3]1 |f:5.6|. Procedure details: 2[3-(1-Methylindol-3-yl)-1,2,4-oxadiazol-5-yl]ethene (0.4 g) was partially dissolved in ethanol. Piperidine (2 ml) was added to the mixture and this was stirred for 10 minutes. Ethanol was evaporated under reduced pressure and excess piperidine was removed by heating under high vacuum. The residual oil crystallised upon refrigeration. The crude oil was converted to the monooxalate salt by treatment with 1 equivalent of oxalic acid in dichloromethane which afforded a white amorphous powder. This ... Reactants: acid chloride, O1CCCC1 (tetrahydrofuran), [Cl-].[NH4+] (ammonium chloride), C(C1=CC=CC=C1)[C@@H]1NC(OC1)=O ((S)-4-benzyl-2-oxazolidinone), O1CCCC1 (tetrahydrofuran), C(CCC)[Li] (n-butyllithium). Conditions: temperature -78 celsius, time 15 minute. The product is C(C1=CC=CC=C1)[C@@H]1N(C(OC1)=O)C(CCC1CC1)=O ((S)-4-Benzyl-3-(3-cyclopropyl-propionyl)-oxazolidin-2-one). The yield is 74.0%. As a reaction SMILES: [CH2:1]([C@H:8]1[CH2:12][O:11][C:10](=[O:13])[NH:9]1)[C:2]1[CH:7]=[CH:6][CH:5]=[CH:4][CH:3]=1.[CH2:14]([Li])[CH2:15]CC.[Cl-].[NH4+].[O:21]1[CH2:25][CH2:24][CH2:23][CH2:22]1>>[CH2:1]([C@H:8]1[CH2:12][O:11][C:10](=[O:13])[N:9]1[C:22](=[O:21])[CH2:23][CH2:24][CH:25]1[CH2:15][CH2:14]1)[C:2]1[CH:3]=[CH:4][CH:5]=[CH:6][CH:7]=1 |f:2.3|. Procedure details: In a separate flask a solution of (S)-4-benzyl-2-oxazolidinone (7.75 g, 43.8 mmol) in anhydrous tetrahydrofuran (75 mL) was cooled to −78° C. under a nitrogen atmosphere. A solution of n-butyllithium (2.5 M in hexanes, 17.5 mL, 43.8 mmol) was added dropwise. The reaction was stirred at −78° C. for 15 minutes. A solution of the acid chloride in anhydrous tetrahydrofuran (40 mL) was then added. The reaction mixture was stirred at −78° C. for 20 minutes then allowed to warm to room temperature over...